Dataset: the Open Reaction Database (ORD), a public repository of structured organic reaction records. Task: describe an organic reaction: reactants, conditions, products, and yield Reactants: Cc1oncc1C(=O)O, C(=NC1CCCCC1)=NC1CCCCC1, C1CCOC1, Nc1ccc(N)cc1. Product: Cc1oncc1C(=O)Nc1ccc(N)cc1. Reaction SMILES: [CH3:1][c:2]1[c:3]([C:7](=[O:8])[OH:9])[cH:4][n:5][o:6]1.[CH:18]1([N:19]=[C:20]=[N:21][CH:22]2[CH2:23][CH2:24][CH2:25][CH2:26][CH2:27]2)[CH2:28][CH2:29][CH2:30][CH2:31][CH2:32]1.[O:33]1[CH2:34][CH2:35][CH2:36][CH2:37]1.[c:10]1([NH2:17])[cH:11][cH:12][c:13]([NH2:16])[cH:14][cH:15]1>>[CH3:1][c:2]1[c:3]([C:7](=[O:9])[NH:17][c:10]2[cH:11][cH:12][c:13]([NH2:16])[cH:14][cH:15]2)[cH:4][n:5][o:6]1. Product: CN(C)S(=O)(=O)n1ccnc1[Zn+], [Cl-]. Reactants: [Li]C(C)(C)C, C1CCOC1, CN(C)S(=O)(=O)n1ccnc1, [Cl-], [Cl-], [Zn+2]. As a reaction SMILES: [C:12]([Li:13])([CH3:14])([CH3:15])[CH3:16].[CH2:20]1[O:21][CH2:22][CH2:23][CH2:24]1.[CH3:1][N:2]([S:3](=[O:4])(=[O:5])[n:6]1[cH:7][n:8][cH:9][cH:10]1)[CH3:11].[Cl-:17].[Cl-:19].[Zn+2:18]>>[CH3:1][N:2]([S:3](=[O:4])(=[O:5])[n:6]1[c:7]([Zn+:18])[n:8][cH:9][cH:10]1)[CH3:11].[Cl-:17]. Product: C(C)(=O)N1CCC(CC1)NC(=O)NC1=NN2C(C(=C(C(=C2)C=2N(N=CC2)C2=CC=C(C=C2)C#N)C)C2=CC(=CC=C2)C(F)(F)F)=N1 (1-(1-Acetyl-piperidin-4-yl)-3-[6-[2-(4-cyano-phenyl)-2H-pyrazol-3-yl]-7-methyl-8-(3-trifluoromethyl-phenyl)-[1,2,4]triazolo[1,5-a]pyridin-2-yl]-urea). Reported procedure: The title compound was prepared from 1-[6-[2-(4-cyano-phenyl)-2H-pyrazol-3-yl]-7-methyl-8-(3-trifluoromethyl-phenyl)-[1,2,4]triazolo[1,5-a]pyridin-2-yl]-3-piperidin-4-yl-urea (Ex. 50, 50 mg, 0.085 mmol) and acetyl chloride (80 mg, 0.102 mmol) using a similar method to that employed for Intermediate 17 (30 mg). Reaction SMILES: [C:1]([C:3]1[CH:8]=[CH:7][C:6]([N:9]2[C:13]([C:14]3[C:15]([CH3:43])=[C:16]([C:33]4[CH:38]=[CH:37][CH:36]=[C:35]([C:39]([F:42])([F:41])[F:40])[CH:34]=4)[C:17]4[N:18]([N:20]=[C:21]([NH:23][C:24]([NH:26][CH:27]5[CH2:32][CH2:31][NH:30][CH2:29][CH2:28]5)=[O:25])[N:22]=4)[CH:19]=3)=[CH:12][CH:11]=[N:10]2)=[CH:5][CH:4]=1)#[N:2].[C:44](Cl)(=[O:46])[CH3:45].ClCC(NC1N=C2C(C3C=CC=C(C(F)(F)F)C=3)=C(C)C(C3N(C4C=CC(C#N)=CC=4)N=CC=3)=CN2N=1)=O>>[C:44]([N:30]1[CH2:29][CH2:28][CH:27]([NH:26][C:24]([NH:23][C:21]2[N:22]=[C:17]3[C:16]([C:33]4[CH:38]=[CH:37][CH:36]=[C:35]([C:39]([F:42])([F:40])[F:41])[CH:34]=4)=[C:15]([CH3:43])[C:14]([C:13]4[N:9]([C:6]5[CH:5]=[CH:4][C:3]([C:1]#[N:2])=[CH:8][CH:7]=5)[N:10]=[CH:11][CH:12]=4)=[CH:19][N:18]3[N:20]=2)=[O:25])[CH2:32][CH2:31]1)(=[O:46])[CH3:45]. The reactants are C(#N)C1=CC=C(C=C1)N1N=CC=C1C=1C(=C(C=2N(C1)N=C(N2)NC(=O)NC2CCNCC2)C2=CC(=CC=C2)C(F)(F)F)C (1-[6-[2-(4-cyano-phenyl)-2H-pyrazol-3-yl]-7-methyl-8-(3-trifluoromethyl-phenyl)-[1,2,4]triazolo[1,5-a]pyridin-2-yl]-3-piperidin-4-yl-urea), C(C)(=O)Cl (acetyl chloride), ClCC(=O)NC1=NN2C(C(=C(C(=C2)C=2N(N=CC2)C2=CC=C(C=C2)C#N)C)C2=CC(=CC=C2)C(F)(F)F)=N1 (2-Chloro-N-[6-[2-(4-cyano-phenyl)-2H-pyrazol-3-yl]-7-methyl-8-(3-trifluoromethyl-phenyl)-[1,2,4]triazolo[1,5-a]pyridin-2-yl]-acetamide). Reactants: ClC1=CC=C2C(=CNC2=C1)C(=O)N1CCC2(CC1)OC(C1=C2C=CC(=C1)F)=O (1′-[(6-chloro-1H-indol-3-yl)carbonyl]-5-fluoro-3H-spiro[2-benzofuran-1,4′-piperidin]-3-one), N1=C(C=CC=C1)COS(=O)(=O)C (methanesulfonic acid pyridin-2-ylmethyl ester). The product is ClC1=CC=C2C(=CN(C2=C1)CC1=NC=CC=C1)C(=O)N1CCC2(CC1)OC(C1=C2C=CC(=C1)F)=O (1′-{[6-chloro-1-(pyridin-2-ylmethyl)-1H-indol-3-yl]carbonyl}-5-fluoro-3H-spiro[2-benzofuran-1,4′-piperidin]-3-one). The yield is 29.0%. Reaction SMILES: [Cl:1][C:2]1[CH:10]=[C:9]2[C:5]([C:6]([C:11]([N:13]3[CH2:18][CH2:17][C:16]4([C:22]5[CH:23]=[CH:24][C:25]([F:27])=[CH:26][C:21]=5[C:20](=[O:28])[O:19]4)[CH2:15][CH2:14]3)=[O:12])=[CH:7][NH:8]2)=[CH:4][CH:3]=1.[N:29]1[CH:34]=[CH:33][CH:32]=[CH:31][C:30]=1[CH2:35]OS(C)(=O)=O>>[Cl:1][C:2]1[CH:10]=[C:9]2[C:5]([C:6]([C:11]([N:13]3[CH2:18][CH2:17][C:16]4([C:22]5[CH:23]=[CH:24][C:25]([F:27])=[CH:26][C:21]=5[C:20](=[O:28])[O:19]4)[CH2:15][CH2:14]3)=[O:12])=[CH:7][N:8]2[CH2:35][C:30]2[CH:31]=[CH:32][CH:33]=[CH:34][N:29]=2)=[CH:4][CH:3]=1. Reported procedure: Following the general procedure III as described above, the alkylation of 1′-[(6-chloro-1H-indol-3-yl)carbonyl]-5-fluoro-3H-spiro[2-benzofuran-1,4′-piperidin]-3-one (prepared according to example 19) with methanesulfonic acid pyridin-2-ylmethyl ester (described in WO 9955318) gave the desired product in 29% yield;